This data is from the Open Reaction Database (ORD), a public repository of structured organic reaction records. The task is: describe an organic reaction: reactants, conditions, products, and yield The reactants are methyl 2-propanoate, 221, FC1=CC=C(C=C1)CC#N (4-fluorobenzeneacetonitrile), C[O-].[Na+] (sodium methoxide), CC1=C(C=CC=C1)C (dimethylbenzene). Run at time 5 minute. Product: 134.5, FC1=CC=C(C=C1)C1(CCC(CC1)=O)C#N (1-(4-fluorophenyl)-4-oxocyclohexanecarbonitrile). RXN SMILES: [F:1][C:2]1[CH:7]=[CH:6][C:5]([CH2:8][C:9]#[N:10])=[CH:4][CH:3]=1.C[O-:12].[Na+].[CH3:14][C:15]1C=C[CH:18]=[CH:17][C:16]=1C>>[F:1][C:2]1[CH:7]=[CH:6][C:5]([C:8]2([C:9]#[N:10])[CH2:18][CH2:17][C:16](=[O:12])[CH2:15][CH2:14]2)=[CH:4][CH:3]=1 |f:1.2|. Reported procedure: A mixture of 221 parts of 4-fluorobenzeneacetonitrile, 700 parts of sodium methoxide solution 30% and 900 parts of dimethylbenzene is stirred for 5 minutes. Then there are added dropwise 309 parts of methyl 2-propanoate (exothermic reaction: temperature rises to 65° C.). Upon completion, stirring is continued overnight at reflux temperature. The methanol is distilled off till an internal temperature of 110° C. is reached. After cooling, 1000 parts of a hydrochloric acid solution 6 N are added dr...